This data is from the Open Reaction Database (ORD), a public repository of structured organic reaction records. The task is: describe an organic reaction: reactants, conditions, products, and yield The reactants are O=C(n1ccnc1)n1ccnc1, OCCNc1nc(-c2ccc(Cl)cc2)cs1, C1CCOC1. The product is O=C1OCCN1c1nc(-c2ccc(Cl)cc2)cs1. As a reaction SMILES: [C:1](=[O:2])([n:3]1[cH:4][cH:5][n:6][cH:7]1)[n:8]1[cH:9][cH:10][n:11][cH:12]1.[Cl:13][c:14]1[cH:15][cH:16][c:17](-[c:20]2[n:21][c:22]([NH:25][CH2:26][CH2:27][OH:28])[s:23][cH:24]2)[cH:18][cH:19]1.[O:29]1[CH2:30][CH2:31][CH2:32][CH2:33]1>>[C:1]1(=[O:2])[N:25]([c:22]2[n:21][c:20](-[c:17]3[cH:16][cH:15][c:14]([Cl:13])[cH:19][cH:18]3)[cH:24][s:23]2)[CH2:26][CH2:27][O:28]1. Starting materials: CC1CC(=O)NN=C1c1ccc(OC2CCN(C(=O)OC(C)(C)C)CC2)cc1, ClCCl, O=C(O)C(F)(F)F. Product: CC1CC(=O)NN=C1c1ccc(OC2CCNCC2)cc1. Reaction SMILES: [C:1]([O:2][C:3](=[O:4])[N:8]1[CH2:9][CH2:10][CH:11]([O:14][c:15]2[cH:16][cH:17][c:18]([C:21]3=[N:22][NH:23][C:24](=[O:28])[CH2:25][CH:26]3[CH3:27])[cH:19][cH:20]2)[CH2:12][CH2:13]1)([CH3:5])([CH3:6])[CH3:7].[CH2:36]([Cl:37])[Cl:38].[OH:29][C:30]([C:31]([F:32])([F:33])[F:34])=[O:35]>>[NH:8]1[CH2:9][CH2:10][CH:11]([O:14][c:15]2[cH:16][cH:17][c:18]([C:21]3=[N:22][NH:23][C:24](=[O:28])[CH2:25][CH:26]3[CH3:27])[cH:19][cH:20]2)[CH2:12][CH2:13]1. Reactants: O=P12OP3(=O)OP(=O)(O1)OP(=O)(O2)O3 (phosphorus pentoxide), BrC1=CC=C(C(=O)NCC(OCC)OCC)C=C1 (4-Bromo-N-(2,2-diethoxyethyl)benzamide), C(=O)(O)[O-].[Na+] (NaHCO3). Solvent: S(O)(O)(=O)=O (sulfuric acid), S(O)(O)(=O)=O (sulfuric acid). Conditions: temperature 180 celsius. Yields the product BrC1=CC=C(C=C1)C=1OC=CN1 (2-(4-Bromophenyl)-1,3-oxazole). Isolated yield 70.0%. Reaction SMILES: [Br:1][C:2]1[CH:18]=[CH:17][C:5]([C:6]([NH:8][CH2:9][CH:10]([O:14]CC)OCC)=O)=[CH:4][CH:3]=1.O=P12OP3(OP(OP(O3)(O1)=O)(=O)O2)=O.C([O-])(O)=O.[Na+]>S(=O)(=O)(O)O>[Br:1][C:2]1[CH:3]=[CH:4][C:5]([C:6]2[O:14][CH:10]=[CH:9][N:8]=2)=[CH:17][CH:18]=1 |f:2.3|. Procedure: 4-Bromo-N-(2,2-diethoxyethyl)benzamide was dissolved in concentrated sulfuric acid at 0° C. To phosphorus pentoxide (5.2 g, 18.3 mmol) was added the sulfuric acid solution, and the mixture was heated at 180° C. for 30 minutes. The reaction mixture was cooled down to room temperature, and poured into ice. The whole was made basic by addition of NaHCO3 and amnmonia aqueous solution. The whole was extracted with ethyl acetate. The organic layer was washed with brine, dried over MgSO4, and concentra... Yield: 82.0%. RXN SMILES: [O:1]1[C:5]2[CH:6]=[CH:7][CH:8]=[CH:9][C:4]=2[CH:3]=[C:2]1[S:10]([NH2:13])(=[O:12])=[O:11].[Cl:14][C:15]1[CH:16]=[C:17]([N:22]=[C:23]=[O:24])[CH:18]=[CH:19][C:20]=1[Cl:21]>>[Cl:14][C:15]1[CH:16]=[C:17]([NH:22][C:23]([NH:13][S:10]([C:2]2[O:1][C:5]3[CH:6]=[CH:7][CH:8]=[CH:9][C:4]=3[CH:3]=2)(=[O:11])=[O:12])=[O:24])[CH:18]=[CH:19][C:20]=1[Cl:21]. Reported procedure: 2-Benzofuransulfonamide (7.6 mmol), prepared as described in Preparation 2, was reacted with 3,4-dichlorophenylisocyanate (7.6 mmol) as described in Preparation 2 to obtain 2.4 g of the title product as a solid. The reactants are O1C(=CC2=C1C=CC=C2)S(=O)(=O)N (2-Benzofuransulfonamide), ClC=1C=C(C=CC1Cl)N=C=O (3,4-dichlorophenylisocyanate). Product: ClC=1C=C(C=CC1Cl)NC(=O)NS(=O)(=O)C=1OC2=C(C1)C=CC=C2 (N-[[(3,4-dichlorophenyl)amino]carbonyl]-2-benzofuransulfonamide).